This data is from the Open Reaction Database (ORD), a public repository of structured organic reaction records. The task is: describe an organic reaction: reactants, conditions, products, and yield Starting materials: C(C1=CC=CC=C1)O[C@@H]1C(O[C@@H]([C@H]1OCC1=CC=CC=C1)COCC1=CC=CC=C1)Br (2,3,5-tri-O-benzyl-D-arabinofuranosyl bromide), NC1=NC(=C2C(N1)=NC=C2)Cl (2-amino-4-chloro-1H-pyrrolo[2,3-d]pyrimidine), [OH-].[K+] (KOH), COCCOCCN(CCOCCOC)CCOCCOC (tris[2-(2-methoxyethoxy)-ethyl]amine). The solvent is CC#N (MeCN), CC#N (MeCN). Reaction conditions: time 10 minute. Product: NC=1N=C(C2=C(N1)N(C=C2)[C@H]2[C@@H](OCC1=CC=CC=C1)[C@H](OCC1=CC=CC=C1)[C@H](O2)COCC2=CC=CC=C2)Cl (2-Amino-4-chloro-7-(2,3,5-tri-O-benzyl-β-D-arabinofuranosyl)-7H-pyrrolo[2,3-d]-pyrimidine). Reaction SMILES: [NH2:1][C:2]1[NH:7][C:6]2=[N:8][CH:9]=[CH:10][C:5]2=[C:4]([Cl:11])[N:3]=1.[OH-].[K+].COCCOCCN(CCOCCOC)CCOCCOC.[CH2:36]([O:43][C@H:44]1[C@H:48]([O:49][CH2:50][C:51]2[CH:56]=[CH:55][CH:54]=[CH:53][CH:52]=2)[C@@H:47]([CH2:57][O:58][CH2:59][C:60]2[CH:65]=[CH:64][CH:63]=[CH:62][CH:61]=2)[O:46][CH:45]1Br)[C:37]1[CH:42]=[CH:41][CH:40]=[CH:39][CH:38]=1>CC#N>[NH2:1][C:2]1[N:3]=[C:4]([Cl:11])[C:5]2[CH:10]=[CH:9][N:8]([C@@H:45]3[O:46][C@H:47]([CH2:57][O:58][CH2:59][C:60]4[CH:65]=[CH:64][CH:63]=[CH:62][CH:61]=4)[C@@H:48]([O:49][CH2:50][C:51]4[CH:56]=[CH:55][CH:54]=[CH:53][CH:52]=4)[C@@H:44]3[O:43][CH2:36][C:37]3[CH:42]=[CH:41][CH:40]=[CH:39][CH:38]=3)[C:6]=2[N:7]=1 |f:1.2|. Reported procedure: To a suspension of 2-amino-4-chloro-1H-pyrrolo[2,3-d]pyrimidine [Liebigs Ann. Chem. 1: 137 (1983)] (3.03 g, 18 mmol) in anhydrous MeCN (240 mL), powdered KOH (85%; 4.2 g, 60 mmol) and tris[2-(2-methoxyethoxy)-ethyl]amine (0.66 mL, 2.1 mmol) were added and the mixture was stirred at room temperature for 10 min. Then a solution of 2,3,5-tri-O-benzyl-D-arabinofuranosyl bromide [prepared from corresponding 1-O-p-nitrobenzoate (11.43 g, 20.1 mmol) according to Seela et al., J. Org. Chem. (1982), 47, ...